This data is from the Open Reaction Database (ORD), a public repository of structured organic reaction records. The task is: describe an organic reaction: reactants, conditions, products, and yield The reactants are O1C(C=CC1=O)=O (2,5-furandione), C(C=CC(=O)O)(=O)O (2-Butenedioic acid), C(=C)C1=CC=CC=C1 (ethenylbenzene), 2,2′,2″-[1,2,3-propanetryltris(oxymethylene)]tris[oxirane], [Na] (sodium), C=CC=C (1,3-butadiene), CC(=C)C (2-methyl-1-propene). Yields the product O1CC1CCCCCCC=C (1,2-Epoxy-9-decene). RXN SMILES: C(O)(=O)C=[CH:3][C:4]([OH:6])=O.[Na].C=CC=C.[CH:14]([C:16]1[CH:21]=[CH:20][CH:19]=[CH:18][CH:17]=1)=[CH2:15].O1C(=O)C=CC1=O.CC(C)=C>>[O:6]1[CH:4]([CH2:17][CH2:18][CH2:19][CH2:20][CH2:21][CH2:16][CH:14]=[CH2:15])[CH2:3]1 |^1:8|. Procedure: 2-Butenedioic acid (2Z)-, sodium salt, polymer with 1,3-butadiene, ethenylbenzene, 2,5-furandione, 2-methyl-1-propene and 2,2′,2″-[1,2,3-propanetryltris(oxymethylene)]tris[oxirane], block(9Cl)